Dataset: the Open Reaction Database (ORD), a public repository of structured organic reaction records. Task: describe an organic reaction: reactants, conditions, products, and yield Reactants: ClC1=C(C=CC(=C1)F)C (2-chloro-4-fluorotoluene), BrN1C(CCC1=O)=O (N-bromosuccinimide). Reagents/catalysts: C(C1=CC=CC=C1)(=O)OOC(C1=CC=CC=C1)=O (benzoyl peroxide). Solvent: C(Cl)(Cl)(Cl)Cl (carbon tetrachloride). The product is ClC1=C(CBr)C=CC(=C1)F (2-chloro-4-fluorobenzyl bromide). The yield is 75.5%. Reaction SMILES: [Cl:1][C:2]1[CH:7]=[C:6]([F:8])[CH:5]=[CH:4][C:3]=1[CH3:9].[Br:10]N1C(=O)CCC1=O>C(Cl)(Cl)(Cl)Cl.C(OOC(=O)C1C=CC=CC=1)(=O)C1C=CC=CC=1>[Cl:1][C:2]1[CH:7]=[C:6]([F:8])[CH:5]=[CH:4][C:3]=1[CH2:9][Br:10]. Reported procedure: By the method of Example 7, Step C, 141.4 g (0.978 mole) of 2-chloro-4-fluorotoluene, 175.8 g (0.978 mole) of N-bromosuccinimide, and 5.0 g of benzoyl peroxide in 15 liters of carbon tetrachloride were reacted, yielding 165 g of 2-chloro-4-fluorobenzyl bromide as a white solid.